From a dataset of the Open Reaction Database (ORD), a public repository of structured organic reaction records. describe an organic reaction: reactants, conditions, products, and yield Starting materials: OC1CCOCC1 (4-hydroxytetrahydropyran), [H-].[Na+] (NaH), CC(=O)O (AcOH), ClC1=CC=C(C#N)C=C1 (4-chlorobenzonitrile). Run in CN(C)C=O (DMF), CC(C)(C)O (tBuOH). Run at temperature 60 celsius. Yields the product O1CCC(CC1)OC1=CC=C(C#N)C=C1 (4-(tetrahydropyran-4-yloxy)benzonitrile). As a reaction SMILES: [OH:1][CH:2]1[CH2:7][CH2:6][O:5][CH2:4][CH2:3]1.[H-].[Na+].Cl[C:11]1[CH:18]=[CH:17][C:14]([C:15]#[N:16])=[CH:13][CH:12]=1.CC(O)=O>CN(C=O)C.CC(O)(C)C>[O:5]1[CH2:6][CH2:7][CH:2]([O:1][C:11]2[CH:18]=[CH:17][C:14]([C:15]#[N:16])=[CH:13][CH:12]=2)[CH2:3][CH2:4]1 |f:1.2|. Procedure: Step-1: To a stirred solution of 4-hydroxytetrahydropyran (3.80 g, 0.0373 mol) in dry DMF (50 mL) was added 95% NaH solid (1.12 g, 0.0466 mol) in small portions over 5-10 min. After the evolution of gas had subsided, 4-chlorobenzonitrile (5.18 g, 0.038 mol) was added in one portion, and the mixture heated to 60° C. overnite. The mixture was diluted with tBuOH (about 5 mL) and neutralized to pH 7 using glacial AcOH. The DMF was concentrated in vacuo, and the crude product chromatographed over a 1...